This data is from the Open Reaction Database (ORD), a public repository of structured organic reaction records. The task is: describe an organic reaction: reactants, conditions, products, and yield Reactants: COCCOC (DME), FC(C1=CC=C(C=N1)B(O)O)(F)F (6-(trifluoromethyl)pyridin-3-ylboronic acid), BrC1=CC=C(C(=N1)C)C (6-bromo-2,3-dimethylpyridine), C(=O)([O-])[O-].[K+].[K+] (K2CO3). Reagents/catalysts: Cl[Pd]([P](C1=CC=CC=C1)(C2=CC=CC=C2)C3=CC=CC=C3)([P](C4=CC=CC=C4)(C5=CC=CC=C5)C6=CC=CC=C6)Cl (bis(triphenylphosphine)palladium(II) chloride). The solvent is C(C)O (ethanol), O (water), CCOC(=O)C (EtOAc). Run at temperature 120 celsius. Product: CC=1C=CC(=NC1C)C=1C=NC(=CC1)C(F)(F)F (5,6-dimethyl-6′-(trifluoromethyl)-2,3′-bipyridine). The yield is 294.4%. Reaction SMILES: [F:1][C:2]([F:13])([F:12])[C:3]1[N:8]=[CH:7][C:6](B(O)O)=[CH:5][CH:4]=1.Br[C:15]1[N:20]=[C:19]([CH3:21])[C:18]([CH3:22])=[CH:17][CH:16]=1.C([O-])([O-])=O.[K+].[K+].COCCOC>Cl[Pd](Cl)([P](C1C=CC=CC=1)(C1C=CC=CC=1)C1C=CC=CC=1)[P](C1C=CC=CC=1)(C1C=CC=CC=1)C1C=CC=CC=1.CCOC(C)=O.C(O)C.O>[CH3:22][C:18]1[CH:17]=[CH:16][C:15]([C:6]2[CH:7]=[N:8][C:3]([C:2]([F:13])([F:12])[F:1])=[CH:4][CH:5]=2)=[N:20][C:19]=1[CH3:21] |f:2.3.4,^1:37,56|. Reported procedure: A 20 mL microwave vial was charged with 6-(trifluoromethyl)pyridin-3-ylboronic acid (564 mg, 2.96 mmol), 6-bromo-2,3-dimethylpyridine (500 mg, 2.69 mmol), bis(triphenylphosphine)palladium(II) chloride (94 mg, 0.134 mmol), and K2CO3 (743 mg, 5.37 mmol), followed by the addition of DME (9.0 mL), water (3.86 mL) and ethanol (2.57 mL). The reaction mixture was heated in a microwave at 120° C. for 10 minutes. To the reaction mixture was added 200 mL EtOAc, and washed with 200 mL water and 200 mL brin... Reactants: BrC(Br)(Br)Br, ClCCl, CCOC(=O)c1cc(CO)on1, c1ccc(P(c2ccccc2)c2ccccc2)cc1. Yields the product CCOC(=O)c1cc(CBr)on1. Reaction SMILES: [Br:32][C:33]([Br:34])([Br:35])[Br:36].[Cl:37][CH2:38][Cl:39].[OH:1][CH2:2][c:3]1[cH:4][c:5]([C:8](=[O:9])[O:10][CH2:11][CH3:12])[n:6][o:7]1.[c:13]1([P:14]([c:15]2[cH:16][cH:17][cH:18][cH:19][cH:20]2)[c:21]2[cH:22][cH:23][cH:24][cH:25][cH:26]2)[cH:27][cH:28][cH:29][cH:30][cH:31]1>>[CH2:2]([c:3]1[cH:4][c:5]([C:8](=[O:9])[O:10][CH2:11][CH3:12])[n:6][o:7]1)[Br:32]. The reactants are [H-].[K+] (potassium hydride), BrC1=C(C=C(C=C1)C(C)(CCCCCC)C)O (2-(4-bromo-3-hydroxyphenyl)-2-methyloctane), C(C1=CC=CC=C1)Br (benzyl bromide). Solvent: CN(C=O)C (N,N-dimethylformamide), CN(C=O)C (N,N-dimethylformamide), CN(C=O)C (N,N-dimethylformamide). Conditions: time 15 minute. Yields the product C(C1=CC=CC=C1)OC=1C=C(C=CC1Br)C(C)(CCCCCC)C (2-(3-Benzyloxy-4-bromophenyl)-2-methyloctane). Reaction SMILES: [H-].[K+].[Br:3][C:4]1[CH:9]=[CH:8][C:7]([C:10]([CH3:18])([CH2:12][CH2:13][CH2:14][CH2:15][CH2:16][CH3:17])[CH3:11])=[CH:6][C:5]=1[OH:19].[CH2:20](Br)[C:21]1[CH:26]=[CH:25][CH:24]=[CH:23][CH:22]=1>CN(C)C=O>[CH2:20]([O:19][C:5]1[CH:6]=[C:7]([C:10]([CH3:18])([CH2:12][CH2:13][CH2:14][CH2:15][CH2:16][CH3:17])[CH3:11])[CH:8]=[CH:9][C:4]=1[Br:3])[C:21]1[CH:26]=[CH:25][CH:24]=[CH:23][CH:22]=1 |f:0.1|. Procedure: To a -18° C. slurry of 23.0 g. (0.575 mole) of potassium hydride in 400 ml. of N,N-dimethylformamide is added over a 45 minute period a solution of 150 g. (0.5 mole) of 2-(4-bromo-3-hydroxyphenyl)-2-methyloctane in 400 ml. of N,N-dimethylformamide (reaction temperature ≤ -15° C.). The reaction mixture is stirred 15 minutes longer after which a solution of 98.3 g. (0.575 mole) of benzyl bromide in 200 ml. of N,N-dimethylformamide is added. The mixture is then warmed to room temperature and stirre... Reactants: Cl.CC=1NC=CN1 (2-methylimidazole hydrochloride), NC1=C(C(=O)C2=C(C=CC=C2)F)C=C(C=C1)Cl (2-amino-5-chloro-2'-fluoro-benzophenone), C([O-])(O)=O.[Na+] (sodium bicarbonate). The solvent is C(O)CN (ethanolamine). The product is NC1=C(C=C(C=C1)Cl)C(=NCCO)C1=C(C=CC=C1)F (1-(2-amino-5-chlorophenyl)-1-(2-fluorophenyl)-2-azabut-1-en-4-ol). As a reaction SMILES: Cl.[CH3:2][C:3]1[NH:4]C=CN=1.[NH2:8][C:9]1[CH:23]=[CH:22][C:21]([Cl:24])=[CH:20][C:10]=1[C:11]([C:13]1[CH:18]=[CH:17][CH:16]=[CH:15][C:14]=1[F:19])=O.C(=O)(O)[O-:26].[Na+]>C(CN)O>[NH2:8][C:9]1[CH:23]=[CH:22][C:21]([Cl:24])=[CH:20][C:10]=1[C:11]([C:13]1[CH:18]=[CH:17][CH:16]=[CH:15][C:14]=1[F:19])=[N:4][CH2:3][CH2:2][OH:26] |f:0.1,3.4|. Procedure details: A mixture of 40 g of 2-methylimidazole hydrochloride and of 90 g of 2-amino-5-chloro-2'-fluoro-benzophenone in 240 ml of ethanolamine is heated at 135° for 2 hours. After cooling, the reaction mixture is poured into an aqueous sodium bicarbonate solution. The mixture is extracted with ether, the organic phase is washed repeatedly with water and is dried over sodium sulphate, and the solvent is evaporated to dryness. The residual oil is chromatographed on a silica column, elution being carried ou... Starting materials: CC(C)OC(=O)/N=N/C(=O)OC(C)C (diisopropylazodicarboxylate), ClC=1C=C(C=C(C1OCCCO)Cl)OCC=C(Cl)Cl (3,5-dichloro-4-(3-hydroxypropoxy)-1-(3,3-dichloro-2-propenyloxy)benzene), FC(OC=1C=C(C=CC1)O)(F)F (3-trifluoromethoxyphenol), C1(=CC=CC=C1)P(C1=CC=CC=C1)C1=CC=CC=C1 (triphenylphosphine). The solvent is O1CCCC1 (tetrahydrofuran), O1CCCC1 (tetrahydrofuran). Yields the product ClC=1C=C(C=C(C1OCCCOC1=CC=C(C=C1)OC(F)(F)F)Cl)OCC=C(Cl)Cl (3,5-dichloro-4-(3-(4-trifluoromethoxyphenoxy) propoxy)-1-(3,3-dichloro-2-propenyloxy)benzene). The yield is 64.7%. As a reaction SMILES: [Cl:1][C:2]1[CH:3]=[C:4]([O:14][CH2:15][CH:16]=[C:17]([Cl:19])[Cl:18])[CH:5]=[C:6]([Cl:13])[C:7]=1[O:8][CH2:9][CH2:10][CH2:11][OH:12].[F:20][C:21]([F:31])([F:30])[O:22][C:23]1[CH:24]=[C:25](O)[CH:26]=[CH:27][CH:28]=1.C1(P(C2C=CC=CC=2)C2C=CC=CC=2)C=CC=CC=1.CC(OC(/N=N/C(OC(C)C)=O)=O)C>O1CCCC1>[Cl:1][C:2]1[CH:3]=[C:4]([O:14][CH2:15][CH:16]=[C:17]([Cl:19])[Cl:18])[CH:5]=[C:6]([Cl:13])[C:7]=1[O:8][CH2:9][CH2:10][CH2:11][O:12][C:26]1[CH:27]=[CH:28][C:23]([O:22][C:21]([F:20])([F:30])[F:31])=[CH:24][CH:25]=1. Procedure details: To a solution of 1.10 g of 3,5-dichloro-4-(3-hydroxypropoxy)-1-(3,3-dichloro-2-propenyloxy)benzene, 0.56 g of 3-trifluoromethoxyphenol and 0.83 g of triphenylphosphine dissolved in 20 ml of tetrahydrofuran was added dropwise a solution of 0.64 g of diisopropylazodicarboxylate dissolved in 10 ml of tetrahydrofuran, while stirring at room temperature. After stirring at room temperature for 24 hours, the reaction mixture was concentrated to obtain a residue. The residue was subjected to silica gel ...